From a dataset of the Open Reaction Database (ORD), a public repository of structured organic reaction records. describe an organic reaction: reactants, conditions, products, and yield The reactants are COC=1C=C(C=CC1)C1CN(CCC1)CC1CCC=2NC3=CC=C(C=C3C2C1)OC (3-(3-m-methoxyphenylpiperidinomethyl)-6-methoxy-1,2,3,4-tetrahydrocarbazole), C(Cl)Cl.CO (CH2Cl2 methanol). The product is C1(=CC=CC=C1)C1CN(CCC1)CC1CCC=2NC3=CC(=CC=C3C2C1)O (3-(3-phenylpiperidinomethyl)-7-hydroxy-1,2,3,4-tetrahydrocarbazole). Reaction SMILES: CO[C:3]1[CH:4]=[C:5]([CH:9]2[CH2:14][CH2:13][CH2:12][N:11]([CH2:15][CH:16]3[CH2:28][C:27]4[C:26]5[C:21](=[CH:22]C=[C:24](OC)[CH:25]=5)[NH:20][C:19]=4[CH2:18][CH2:17]3)[CH2:10]2)[CH:6]=[CH:7][CH:8]=1.C(Cl)Cl.[CH3:34][OH:35]>>[C:5]1([CH:9]2[CH2:14][CH2:13][CH2:12][N:11]([CH2:15][CH:16]3[CH2:28][C:27]4[C:26]5[C:21](=[CH:22][C:34]([OH:35])=[CH:24][CH:25]=5)[NH:20][C:19]=4[CH2:18][CH2:17]3)[CH2:10]2)[CH:4]=[CH:3][CH:8]=[CH:7][CH:6]=1 |f:1.2|. Procedure: 3-(3-m-methoxyphenylpiperidinomethyl)-6-methoxy-1,2,3,4-tetrahydrocarbazole, Rf 0.7 (CH2Cl2 /methanol 9:1) Starting materials: C1CCNCC1, CS(=O)(=O)O, CN1c2cc(CO)ccc2C(NC(=O)CC(NS(=O)(=O)c2ccc3ccccc3c2)c2ccccc2)CS1(=O)=O. Product: CN1c2cc(CN3CCCCC3)ccc2C(NC(=O)CC(NS(=O)(=O)c2ccc3ccccc3c2)c2ccccc2)CS1(=O)=O. RXN SMILES: [CH2:46]1[CH2:47][CH2:48][NH:49][CH2:50][CH2:51]1.[CH3:41][S:42]([OH:43])(=[O:44])=[O:45].[OH:1][CH2:2][c:3]1[cH:4][cH:5][c:6]2[c:7]([cH:40]1)[N:8]([CH3:39])[S:9](=[O:37])(=[O:38])[CH2:10][CH:11]2[NH:12][C:13]([CH2:14][CH:15]([c:16]1[cH:17][cH:18][cH:19][cH:20][cH:21]1)[NH:22][S:23](=[O:24])(=[O:25])[c:26]1[cH:27][c:28]2[cH:29][cH:30][cH:31][cH:32][c:33]2[cH:34][cH:35]1)=[O:36]>>[CH2:2]([c:3]1[cH:4][cH:5][c:6]2[c:7]([cH:40]1)[N:8]([CH3:39])[S:9](=[O:37])(=[O:38])[CH2:10][CH:11]2[NH:12][C:13]([CH2:14][CH:15]([c:16]1[cH:17][cH:18][cH:19][cH:20][cH:21]1)[NH:22][S:23](=[O:24])(=[O:25])[c:26]1[cH:27][c:28]2[cH:29][cH:30][cH:31][cH:32][c:33]2[cH:34][cH:35]1)=[O:36])[N:49]1[CH2:48][CH2:47][CH2:46][CH2:51][CH2:50]1. Reactants: [H-].[Na+] (sodium hydride), CI (methyl iodide), C(C)(C)(C)OC(=O)N1C[C@@H](CC1)O ((R)-3-Hydroxypyrrolidine-1-carboxylic acid tert-butyl ester), C(C)(=O)OCC.CCCCCC (ethyl acetate hexane). The solvent is CN(C)C=O (DMF). The product is C(C)(C)(C)OC(=O)N1C[C@@H](CC1)OC ((R)-3-Methoxypyrrolidine-1-carboxylic acid tert-butyl ester). As a reaction SMILES: [C:1]([O:5][C:6]([N:8]1[CH2:12][CH2:11][C@@H:10]([OH:13])[CH2:9]1)=[O:7])([CH3:4])([CH3:3])[CH3:2].[H-].[Na+].CI.[C:18](OCC)(=O)C.CCCCCC>CN(C=O)C>[C:1]([O:5][C:6]([N:8]1[CH2:12][CH2:11][C@@H:10]([O:13][CH3:18])[CH2:9]1)=[O:7])([CH3:4])([CH3:2])[CH3:3] |f:1.2,4.5|. Procedure: (R)-3-Hydroxypyrrolidine-1-carboxylic acid tert-butyl ester (Sigma-Aldrich) (1.04 g, 5.55 mmol) was methylated and purified in a similar way to Preparation 67 using 60% sodium hydride dispersion (267 mg, 6.68 mmol) and methyl iodide (0.5 mL, 8.06 mmol) in DMF (15 ml). δH (CDCl3): 1.50 (9H, s),1.94–2.02 (2H, m), 3.37 (3H, s), 3.38–3.58 (4H, m), 3.95 (11H, m); Rf0.47 (ethyl acetate/hexane: 1/1). Reactants: CCCCc1ccc(C#Cc2ccc(CN(C(=O)CCC3CCCC3)C3CCCc4ccc(C(=O)OC)cc43)cc2)cc1, [Li+], [OH-], O. Yields the product CCCCc1ccc(C#Cc2ccc(CN(C(=O)CCC3CCCC3)C3CCCc4ccc(C(=O)O)cc43)cc2)cc1. RXN SMILES: [CH2:1]([CH2:2][CH2:3][CH3:4])[c:5]1[cH:6][cH:7][c:8]([C:11]#[C:12][c:13]2[cH:14][cH:15][c:16]([CH2:17][N:18]([CH:19]3[CH2:20][CH2:21][CH2:22][c:23]4[cH:24][cH:25][c:26]([C:29](=[O:30])[O:31][CH3:32])[cH:27][c:28]43)[C:33]([CH2:34][CH2:35][CH:36]3[CH2:37][CH2:38][CH2:39][CH2:40]3)=[O:41])[cH:42][cH:43]2)[cH:9][cH:10]1.[Li+:45].[OH-:44].[OH2:46]>>[CH2:1]([CH2:2][CH2:3][CH3:4])[c:5]1[cH:6][cH:7][c:8]([C:11]#[C:12][c:13]2[cH:14][cH:15][c:16]([CH2:17][N:18]([CH:19]3[CH2:20][CH2:21][CH2:22][c:23]4[cH:24][cH:25][c:26]([C:29](=[O:30])[OH:31])[cH:27][c:28]43)[C:33]([CH2:34][CH2:35][CH:36]3[CH2:37][CH2:38][CH2:39][CH2:40]3)=[O:41])[cH:42][cH:43]2)[cH:9][cH:10]1. Starting materials: C(CCC)OC1=CC(C=C(C1(OC)OCCCC)OCCCC)(C)OC (1,5,6-tributoxy-3,6-dimethoxy-3-methyl-1,4-cyclohexadiene), [Cl-].[Al+3].[Cl-].[Cl-] (aluminum chloride). Run in CCOCC (ether). Product: C(CCC)OC1=CC(C=C(C1(OC)OCCCC)OCCCC)=C (1,5,6-tributoxy-6 -methoxy-3-methylidene-1,4-cyclohexadiene). Yield: 87.8%. As a reaction SMILES: [CH2:1]([O:5][C:6]1[C:11]([O:14][CH2:15][CH2:16][CH2:17][CH3:18])([O:12][CH3:13])[C:10]([O:19][CH2:20][CH2:21][CH2:22][CH3:23])=[CH:9][C:8](OC)([CH3:24])[CH:7]=1)[CH2:2][CH2:3][CH3:4].[Cl-].[Al+3].[Cl-].[Cl-]>CCOCC>[CH2:20]([O:19][C:10]1[C:11]([O:14][CH2:15][CH2:16][CH2:17][CH3:18])([O:12][CH3:13])[C:6]([O:5][CH2:1][CH2:2][CH2:3][CH3:4])=[CH:7][C:8](=[CH2:24])[CH:9]=1)[CH2:21][CH2:22][CH3:23] |f:1.2.3.4|. Procedure: The procedure of Example 9 was repeated by using 334 mg of 1,5,6-tributoxy-3,6-dimethoxy-3-methyl-1,4-cyclohexadiene, 10 ml of ether and 15 mg of aluminum chloride, recovering 290 mg of an oily crude product. The crude product was purified by silica gel column chromatography using a 20:1 benzene-ethyl acetate mixture, giving 268 mg of 1,5,6-tributoxy-6 -methoxy-3-methylidene-1,4-cyclohexadiene in 89% of the theoretical yield. The compound thus obtained was identified by NMR. Reactants: [N+](=O)([O-])C1=C(C=C(C=C1)C=1SC=CC1)NC(OCC1CN(C1)C)=O ((1-methylazetidin-3-yl)methyl (2-nitro-5-(thiophen-2-yl)phenyl)carbamate). The reagents and catalysts are [Pd] (Pd/C). The solvent is CO (MeOH). Reaction conditions: time 2 hour. The product is NC1=C(C=C(C=C1)C=1SC=CC1)NC(OCC1CN(C1)C)=O ((1-methylazetidin-3-yl)methyl (2-amino-5-(thiophen-2-yl)phenyl)carbamate). Yield: 59.1%. RXN SMILES: [N+:1]([C:4]1[CH:9]=[CH:8][C:7]([C:10]2[S:11][CH:12]=[CH:13][CH:14]=2)=[CH:6][C:5]=1[NH:15][C:16](=[O:24])[O:17][CH2:18][CH:19]1[CH2:22][N:21]([CH3:23])[CH2:20]1)([O-])=O>CO.[Pd]>[NH2:1][C:4]1[CH:9]=[CH:8][C:7]([C:10]2[S:11][CH:12]=[CH:13][CH:14]=2)=[CH:6][C:5]=1[NH:15][C:16](=[O:24])[O:17][CH2:18][CH:19]1[CH2:22][N:21]([CH3:23])[CH2:20]1. Procedure details: To a stirred solution of (1-methylazetidin-3-yl)methyl (2-nitro-5-(thiophen-2-yl)phenyl)carbamate (0.06 g, 0.16 mmol, 1 eq.) in MeOH (5 mL) was added Pd/C (0.03 g, 0.24 mmol, 1.5 eq). The reaction was stirred at room temperature under H2 atmosphere for 2 h. The reaction mixture was filtered through Celite and concentrated. The crude solid, which was washed with ether and pentane to obtain (1-methylazetidin-3-yl)methyl (2-amino-5-(thiophen-2-yl)phenyl)carbamate (0.03 g, 62% yield) as ash color so... The reactants are ClC(Cl)Cl, S=C(Cl)Cl, Nc1ccc(C(CC(=O)O)CC(=O)O)cc1. Yields the product O=C(O)CC(CC(=O)O)c1ccc(N=C=S)cc1. RXN SMILES: [CH:21]([Cl:22])([Cl:23])[Cl:24].[Cl:1][C:2]([Cl:3])=[S:4].[NH2:5][c:6]1[cH:7][cH:8][c:9]([CH:12]([CH2:13][C:14](=[O:15])[OH:16])[CH2:17][C:18](=[O:19])[OH:20])[cH:10][cH:11]1>>[C:2](=[S:4])=[N:5][c:6]1[cH:7][cH:8][c:9]([CH:12]([CH2:13][C:14](=[O:15])[OH:16])[CH2:17][C:18](=[O:19])[OH:20])[cH:10][cH:11]1. The product is FC(C1=CC(=NC=2N1N=CC2C2=NC(=NO2)C=2C=CC(=NC2)N)C2=CC(=C(C=C2)C(F)(F)F)OCC)F (5-{5-[7-Difluoromethyl-5-(3-ethoxy-4-trifluoromethyl-phenyl)-pyrazolo[1,5-a]pyrimidin-3-yl]-[1,2,4]oxadiazol-3-yl}-pyridin-2-ylamine). Reaction SMILES: [F:1][CH:2]([F:28])[C:3]1[N:8]2[N:9]=[CH:10][C:11]([C:12](O)=[O:13])=[C:7]2[N:6]=[C:5]([C:15]2[CH:20]=[CH:19][C:18]([C:21]([F:24])([F:23])[F:22])=[C:17]([O:25][CH2:26][CH3:27])[CH:16]=2)[CH:4]=1.[NH2:29][C:30]1[CH:39]=[CH:38][C:33]([C:34]([NH:36]O)=[NH:35])=[CH:32][N:31]=1>>[F:1][CH:2]([F:28])[C:3]1[N:8]2[N:9]=[CH:10][C:11]([C:12]3[O:13][N:36]=[C:34]([C:33]4[CH:38]=[CH:39][C:30]([NH2:29])=[N:31][CH:32]=4)[N:35]=3)=[C:7]2[N:6]=[C:5]([C:15]2[CH:20]=[CH:19][C:18]([C:21]([F:24])([F:23])[F:22])=[C:17]([O:25][CH2:26][CH3:27])[CH:16]=2)[CH:4]=1. Starting materials: FC(C1=CC(=NC=2N1N=CC2C(=O)O)C2=CC(=C(C=C2)C(F)(F)F)OCC)F (7-difluoromethyl-5-(3-ethoxy-4-trifluoromethyl-phenyl)-pyrazolo[1,5-a]pyrimidine-3-carboxylic acid), NC1=NC=C(C(=N)NO)C=C1 (6-amino-N-hydroxy-nicotinamidine). Procedure details: The title compound was prepared from 7-difluoromethyl-5-(3-ethoxy-4-trifluoromethyl-phenyl)-pyrazolo[1,5-a]pyrimidine-3-carboxylic acid (example C.12) (201 mg, 0.5 mmol) and 6-amino-N-hydroxy-nicotinamidine (example B.4) (114 mg, 0.75 mmol) according to general procedure II. Obtained after flash chromatography on silica gel (ethyl acetate/heptane) and further purification by crystallization (dichloromethane/hexane) as a yellow solid (110 mg, 43%). MS (ISP) 518.1 [(M+H)+]; mp 250° C.